The task is: describe an organic reaction: reactants, conditions, products, and yield. This data is from the Open Reaction Database (ORD), a public repository of structured organic reaction records. Reactants: Cl.C(C)(OCC)=N (Ethyl acetimidate hydrochloride), FC1=CC(=C(C=C1)N)N (4-fluoro-ortho-phenylenediamine). Run in C(C)O (ethanol). Conditions: time 8 hour. Product: CC=1NC2=C(N1)C=CC(=C2)F (2-methyl-5-fluorobenzimidazole). Yield: 51.3%. As a reaction SMILES: Cl.[C:2](=N)(OCC)[CH3:3].[F:8][C:9]1[CH:14]=[CH:13][C:12]([NH2:15])=[C:11]([NH2:16])[CH:10]=1>C(O)C>[CH3:2][C:3]1[NH:16][C:11]2[CH:10]=[C:9]([F:8])[CH:14]=[CH:13][C:12]=2[N:15]=1 |f:0.1|. Procedure details: Ethyl acetimidate hydrochloride (37.1 g, 0.3 mol) was added to a stirred suspension of 4-fluoro-ortho-phenylenediamine (12.6 g, 0.1 mol) in ethanol (150 ml) at 0° C. The mixture was allowed to warm up to room temperature and stirred overnight. The solvent was removed under reduced pressure and the residue extracted into ethyl acetate (100 ml), washed with water (3×100 ml), dried over anhydrous magnesium sulphate, filtered and evaporated. Crystallisation from ethyl acetate gave 2-methyl-5-fluorob... Reactants: FC1=C(C(=CC=C1)F)C(C(=O)O)OC ((RS)-(2,6-Difluoro-phenyl)-methoxy-acetic acid), NCC1=CC=C(C#N)C=C1 (4-aminomethyl benzonitrile). Yields the product C(#N)C1=CC=C(CNC(C(OC)C2=C(C=CC=C2F)F)=O)C=C1 ((RS)-N-(4-cyano-benzyl)-2-(2,6-difluoro-phenyl)-2-methoxy-acetamide). As a reaction SMILES: [F:1][C:2]1[CH:7]=[CH:6][CH:5]=[C:4]([F:8])[C:3]=1[CH:9]([O:13][CH3:14])[C:10]([OH:12])=O.[NH2:15][CH2:16][C:17]1[CH:24]=[CH:23][C:20]([C:21]#[N:22])=[CH:19][CH:18]=1>>[C:16]([C:17]1[CH:24]=[CH:23][C:20]([CH2:21][NH:22][C:10](=[O:12])[CH:9]([C:3]2[C:4]([F:8])=[CH:5][CH:6]=[CH:7][C:2]=2[F:1])[O:13][CH3:14])=[CH:19][CH:18]=1)#[N:15]. Procedure: (RS)-(2,6-Difluoro-phenyl)-methoxy-acetic acid was coupled with 4-aminomethyl benzonitrile according to general procedure C to give (RS)-N-(4-cyano-benzyl)-2-(2,6-difluoro-phenyl)-2-methoxy-acetamide. Off-white solid. Starting materials: CCN(CC)C(=O)Cl, FC(F)(F)c1ccc2[nH]c(-c3n[nH]c4c3CNCC4)nc2c1. Yields the product CCN(CC)C(=O)N1CCc2[nH]nc(-c3nc4cc(C(F)(F)F)ccc4[nH]3)c2C1. RXN SMILES: [CH2:23]([CH3:24])[N:25]([C:26](=[O:27])[Cl:28])[CH2:29][CH3:30].[F:1][C:2]([c:3]1[cH:4][c:5]2[c:6]([nH:7][c:8](-[c:10]3[n:11][nH:12][c:13]4[c:14]3[CH2:15][NH:16][CH2:17][CH2:18]4)[n:9]2)[cH:19][cH:20]1)([F:21])[F:22]>>[F:1][C:2]([c:3]1[cH:4][c:5]2[c:6]([nH:7][c:8](-[c:10]3[n:11][nH:12][c:13]4[c:14]3[CH2:15][N:16]([C:26]([N:25]([CH2:23][CH3:24])[CH2:29][CH3:30])=[O:27])[CH2:17][CH2:18]4)[n:9]2)[cH:19][cH:20]1)([F:21])[F:22]. Starting materials: COc1cc2ncnc(Oc3ccc4c(C(=O)O)cccc4c3)c2cc1OC, NCc1ccc(C(=O)Nc2ccccc2N)cc1. As a reaction SMILES: [CH3:1][O:2][c:3]1[cH:4][c:5]2[c:6]([O:15][c:16]3[cH:17][c:18]4[cH:19][cH:20][cH:21][c:22]([C:26](=[O:27])[OH:28])[c:23]4[cH:24][cH:25]3)[n:7][cH:8][n:9][c:10]2[cH:11][c:12]1[O:13][CH3:14].[NH2:29][CH2:30][c:31]1[cH:32][cH:33][c:34]([C:35](=[O:36])[NH:37][c:38]2[c:39]([NH2:44])[cH:40][cH:41][cH:42][cH:43]2)[cH:45][cH:46]1>>[CH3:1][O:2][c:3]1[cH:4][c:5]2[c:6]([O:15][c:16]3[cH:17][c:18]4[cH:19][cH:20][cH:21][c:22]([C:26](=[O:27])[NH:29][CH2:30][c:31]5[cH:32][cH:33][c:34]([C:35](=[O:36])[NH:37][c:38]6[c:39]([NH2:44])[cH:40][cH:41][cH:42][cH:43]6)[cH:45][cH:46]5)[c:23]4[cH:24][cH:25]3)[n:7][cH:8][n:9][c:10]2[cH:11][c:12]1[O:13][CH3:14]. Yields the product COc1cc2ncnc(Oc3ccc4c(C(=O)NCc5ccc(C(=O)Nc6ccccc6N)cc5)cccc4c3)c2cc1OC.